From a dataset of the Open Reaction Database (ORD), a public repository of structured organic reaction records. describe an organic reaction: reactants, conditions, products, and yield Reactants: Cl.C(C(C)C)(=O)CN (isobutyrylmethylamine hydrochloride), C([O-])(O)=O.[Na+] (sodium bicarbonate), C(C1=CC=CC=C1)(=O)Cl (benzoyl chloride). Product: C(C1=CC=CC=C1)(=O)NCC(C(C)C)=O (N-benzoylisobutyrylmethylamine). Yield: 90.4%. As a reaction SMILES: Cl.[C:2]([CH2:7][NH2:8])(=[O:6])[CH:3]([CH3:5])[CH3:4].C(=O)(O)[O-].[Na+].[C:14](Cl)(=[O:21])[C:15]1[CH:20]=[CH:19][CH:18]=[CH:17][CH:16]=1>>[C:14]([NH:8][CH2:7][C:2](=[O:6])[CH:3]([CH3:5])[CH3:4])(=[O:21])[C:15]1[CH:20]=[CH:19][CH:18]=[CH:17][CH:16]=1 |f:0.1,2.3|. Procedure: 4.5 g of isobutyrylmethylamine hydrochloride, 11 g of sodium bicarbonate and 4.81 g of benzoyl chloride are treated in the same manner as described in Preparation 1-(4). 6.07 g of N-benzoylisobutyrylmethylamine are thereby obtained. Yield: 90.5%. The reactants are NC1=CC=C(C=C1)SC1=C/C(/NC2=CC=CC=C12)=C/1\C(=NNC1=O)CCC ((Z)-4-(4-(4-aminophenylthio)quinolin-2(1H)-ylidene)-3-propyl-1H-pyrazol-5(4H)-one), S1C(=CC=C1)C(=O)Cl (2-thiophene carbonyl chloride), C26H22N4O2S2. The solvent is C1CCOC1 (THF). The product is O=C1\C(\C(=NN1)CCC)=C\1/NC2=CC=CC=C2C(=C1)SC1=CC=C(C=C1)NC(=O)C=1SC=CC1 ((Z)—N-(4-(2-(5-oxo-3-propyl-1H-pyrazol-4(5H)-ylidene)-1,2-dihydroquinolin-4-ylthio)phenyl)thiophene-2-carboxamide). As a reaction SMILES: [NH2:1][C:2]1[CH:7]=[CH:6][C:5]([S:8][C:9]2[C:18]3[C:13](=[CH:14][CH:15]=[CH:16][CH:17]=3)[NH:12]/[C:11](=[C:19]3/[C:20]([CH2:25][CH2:26][CH3:27])=[N:21][NH:22][C:23]/3=[O:24])/[CH:10]=2)=[CH:4][CH:3]=1.[S:28]1[CH:32]=[CH:31][CH:30]=[C:29]1[C:33](Cl)=[O:34]>C1COCC1>[O:24]=[C:23]1[NH:22][N:21]=[C:20]([CH2:25][CH2:26][CH3:27])/[C:19]/1=[C:11]1/[NH:12][C:13]2[C:18]([C:9]([S:8][C:5]3[CH:4]=[CH:3][C:2]([NH:1][C:33]([C:29]4[S:28][CH:32]=[CH:31][CH:30]=4)=[O:34])=[CH:7][CH:6]=3)=[CH:10]/1)=[CH:17][CH:16]=[CH:15][CH:14]=2. Procedure: The title compound was synthesized using (Z)-4-(4-(4-aminophenylthio)quinolin-2(1H)-ylidene)-3-propyl-1H-pyrazol-5(4H)-one and 2-thiophene carbonyl chloride in THF according to the procedure described in the synthesis of Example 26. 1H NMR (400 MHz, DMSO-d6) δ ppm 0.69 (t, J=7.33 Hz, 3H) 1.28-1.37 (m, 2H) 2.26 (t, J=7.20 Hz, 2H) 6.80 (s, 1H) 7.27 (t, J=4.29 Hz, 1H) 7.63 (t, J=7.58 Hz, 1H) 7.75 (d, J=8.34 Hz, 2H) 7.86 (t, J=7.58 Hz, 1H) 7.92 (d, J=5.05 Hz, 2H) 8.05 (d, J=8.59 Hz, 2H) 8.08 (d, J=3... The reactants are solution, 4-M, Cl (hydrochloric acid), O1CCOCC1 (dioxane), NC=1C=C(C=CC1OC)/C=C(/C#N)\C1=CC(=C(C(=C1)OC)OC)OC.C(=O)(OC(C)(C)C)N[C@@H](CCCCN)C(=O)N ((E)-3-(3-Amino-4-methoxyphenyl)-2-(3,4,5-trimethoxyphenyl)-prop-2-enenitrile Boc-L-lysineamide), C(C)OCC (diethyl ether). The solvent is ClCCl (dichloromethane). Yields the product NC=1C=C(C=CC1OC)/C=C(/C#N)\C1=CC(=C(C(=C1)OC)OC)OC.Cl.Cl.N[C@@H](CCCCN)C(=O)N ((E)-3-(3-Amino-4-methoxyphenyl)-2-(3,4,5-trimethoxyphenyl)-prop-2-enenitrile L-lysineamide Dihydrochloride). Yield: 34.0%. Reaction SMILES: [NH2:1][C:2]1[CH:3]=[C:4](/[CH:10]=[C:11](\[C:14]2[CH:19]=[C:18]([O:20][CH3:21])[C:17]([O:22][CH3:23])=[C:16]([O:24][CH3:25])[CH:15]=2)/[C:12]#[N:13])[CH:5]=[CH:6][C:7]=1[O:8][CH3:9].C([NH:33][C@H:34]([C:40]([NH2:42])=[O:41])[CH2:35][CH2:36][CH2:37][CH2:38][NH2:39])(OC(C)(C)C)=O.[ClH:43].O1CCOCC1.C(OCC)C>ClCCl>[NH2:1][C:2]1[CH:3]=[C:4](/[CH:10]=[C:11](\[C:14]2[CH:15]=[C:16]([O:24][CH3:25])[C:17]([O:22][CH3:23])=[C:18]([O:20][CH3:21])[CH:19]=2)/[C:12]#[N:13])[CH:5]=[CH:6][C:7]=1[O:8][CH3:9].[ClH:43].[ClH:43].[NH2:33][C@H:34]([C:40]([NH2:42])=[O:41])[CH2:35][CH2:36][CH2:37][CH2:38][NH2:39] |f:0.1,6.7.8.9|. Procedure details: (E)-3-(3-Amino-4-methoxyphenyl)-2-(3,4,5-trimethoxyphenyl)-prop-2-enenitrile-Boc-L-lysineamide (1,1000 mg, 1.64 mmols) were dissolved in 10 ml of dichloromethane, and 5 ml of a solution of 4-M hydrochloric acid and dioxane were added thereto. The mixture was reacted at 60° C. for 3 hours. One-hundred milliliters of diethyl ether were added thereto, and the mixture was filtered. The resulting powder was purified through medium-pressure liquid chromatography (ODS, mixture of water and acetonitrile... Starting materials: COC1=CC=C(CCl)C=C1 (4-Methyoxybenzylchloride), N1CCOCC1 (morpholine), C([O-])([O-])=O.[K+].[K+] (potassium carbonate). Run in C(C)#N (acetonitrile). Yields the product COC1=CC=C(C=C1)CN1CCOCC1 (4-[(4-Methoxyphenyl)methyl]morpholine). Reaction SMILES: [CH3:1][O:2][C:3]1[CH:10]=[CH:9][C:6]([CH2:7]Cl)=[CH:5][CH:4]=1.[NH:11]1[CH2:16][CH2:15][O:14][CH2:13][CH2:12]1.C(=O)([O-])[O-].[K+].[K+]>C(#N)C>[CH3:1][O:2][C:3]1[CH:10]=[CH:9][C:6]([CH2:7][N:11]2[CH2:16][CH2:15][O:14][CH2:13][CH2:12]2)=[CH:5][CH:4]=1 |f:2.3.4|. Reported procedure: 4-Methyoxybenzylchloride (25 g, 0.16 mol), morpholine (14 g, 0.16 mol), and potassium carbonate (22 g, 0.16 mol) were taken up in acetonitrile and Kl (8.7 g, 0.04 mol) added. The reaction mixture was heated at reflux for 18 h, filtered, and the filtrate concentrated and azeotropped with benzene to give 17.5 g (88%) as an oil; IR(film, υ=cm−1) 2956, 2806, 1514, 1246, 1118, 866; 1H NMR (300 MHz, DMSO-d6) δ 2.29 (4H, br. s), 3.35 (2H, s), 3.53 (4H, t, J=4.4 Hz), 3.71 (3H, s), 6.86 (2H, d, J=8.5 Hz)... Reactants: Cl (HCl), O1CCOCC1 (1,4-dioxan), C(C)OC=1C=CC(=C(C1)C1=CC(=NC(=C1C)C)C#N)F (4-(5-ethoxy-2-fluoro-phenyl)-5,6-dimethyl-pyridine-2-carbonitrile), CO (methanol). The product is C(C)OC=1C=CC(=C(C1)C1=CC(=NC(=C1C)C)C(=O)OC)F (methyl 4-(5-ethoxy-2-fluoro-phenyl)-5,6-dimethyl-pyridine-2-carboxylate). As a reaction SMILES: Cl.[O:2]1CCOC[CH2:3]1.[CH2:8]([O:10][C:11]1[CH:12]=[CH:13][C:14]([F:27])=[C:15]([C:17]2[C:22]([CH3:23])=[C:21]([CH3:24])[N:20]=[C:19]([C:25]#N)[CH:18]=2)[CH:16]=1)[CH3:9].C[OH:29]>>[CH2:8]([O:10][C:11]1[CH:12]=[CH:13][C:14]([F:27])=[C:15]([C:17]2[C:22]([CH3:23])=[C:21]([CH3:24])[N:20]=[C:19]([C:25]([O:2][CH3:3])=[O:29])[CH:18]=2)[CH:16]=1)[CH3:9]. Reported procedure: 4M HCl in 1,4-dioxan (20 mL, 80 mmol) was added to a suspension of 4-(5-ethoxy-2-fluoro-phenyl)-5,6-dimethyl-pyridine-2-carbonitrile (which may be prepared as described in Description 51) (1.87 g, 6.92 mmol) in methanol (20 mL) at ambient temperature. The stirred, yellow solution was refluxed under N2 for 9 h. The reaction was concentrated to one third the volume then poured into sat. aq. NaHCO3 (100 ml). The mixture was extracted with EtOAc (3×50 ml). The combined organic extracts were dried (N... Reactants: CC1=C(N2C(C(C2SC1)NC(CC1=CC=CC=C1)=O)=O)C(=O)OC (Methyl 3-methyl-8-oxo-7-[(phenylacetyl)amino]-5-thia-1-azabicyclo[4.2.0]oct-2-ene-2-carboxylate), C1CC(=O)N(C1=O)Cl (NCS). Reagents/catalysts: C(=O)(C(F)(F)F)O (TFA). The solvent is ClCCl (dichloromethane). Conditions: time 80 minute. Yields the product CC=1C(=NSC1)C(=O)OC (Methyl 4-methyl-3-isothiazolecarboxylate). Reaction SMILES: [CH3:1][C:2]1[CH2:9][S:8]C2[N:4](C(=O)C2NC(=O)CC2C=CC=CC=2)[C:3]=1[C:21]([O:23][CH3:24])=[O:22].C1C(=O)N(Cl)C(=O)C1>ClCCl.C(O)(C(F)(F)F)=O>[CH3:1][C:2]1[C:3]([C:21]([O:23][CH3:24])=[O:22])=[N:4][S:8][CH:9]=1. Procedure: Methyl 3-methyl-8-oxo-7-[(phenylacetyl)amino]-5-thia-1-azabicyclo[4.2.0]oct-2-ene-2-carboxylate (I127) (971 mg, 2.80 mmol) was dissolved in dry dichloromethane (DCM) (37 mL), treated with NCS (749 mg, 5.61 mmol) before adding 2 drops of TFA (0.05 mL, 0.649 mmol) and stirring at RT for 80 mins. LCMS as run and the desired product seen. Reaction left to stand for 16 hours before work up by diluting with DCM (20 ml), washing with saturated sodium bicarbonate solution (50 ml), then water (40 ml), dr...